This data is from the Open Reaction Database (ORD), a public repository of structured organic reaction records. The task is: describe an organic reaction: reactants, conditions, products, and yield Starting materials: CC(C)CCO, COCCOC, CC(C)(C)[O-], Nc1nc(Cl)nc2c1ncn2C1CCCCO1, [Na+], O. Product: CC(C)CCOc1nc(N)c2ncn(C3CCCCO3)c2n1. RXN SMILES: [CH3:1][CH:2]([CH2:3][CH2:4][OH:5])[CH3:6].[CH3:30][O:31][CH2:32][CH2:33][O:34][CH3:35].[CH3:7][C:8]([CH3:9])([O-:10])[CH3:11].[Cl:13][c:14]1[n:15][c:16]([NH2:29])[c:17]2[n:18][cH:19][n:20]([CH:23]3[O:24][CH2:25][CH2:26][CH2:27][CH2:28]3)[c:21]2[n:22]1.[Na+:12].[OH2:36]>>[CH3:1][CH:2]([CH2:3][CH2:4][O:5][c:14]1[n:15][c:16]([NH2:29])[c:17]2[n:18][cH:19][n:20]([CH:23]3[O:24][CH2:25][CH2:26][CH2:27][CH2:28]3)[c:21]2[n:22]1)[CH3:6]. The reactants are C(=O)(OC(C)(C)C)NCC1=CC=C(C=C1)C=1OCC(N1)C(=O)OC (methyl 2-[4-(N-Boc-aminomethyl)-phenyl]4,5-dihydrooxazol-4-ylcarboxylate), C(Br)(Cl)(Cl)Cl (CBrCl3), C1CCC2=NCCCN2CC1 (DBU). Run in ClCCl (dichloromethane). Conditions: time 8 hour. Product: C(=O)(OC(C)(C)C)NCC1=CC=C(C=C1)C=1OC=C(N1)C(=O)OC (methyl 2-[4-(N-Boc-aminomethyl)-phenyl]-oxazole-4-carboxylate). The yield is 72.6%. As a reaction SMILES: [C:1]([NH:8][CH2:9][C:10]1[CH:15]=[CH:14][C:13]([C:16]2[O:17][CH2:18][CH:19]([C:21]([O:23][CH3:24])=[O:22])[N:20]=2)=[CH:12][CH:11]=1)([O:3][C:4]([CH3:7])([CH3:6])[CH3:5])=[O:2].C(Cl)(Cl)(Cl)Br.C1CCN2C(=NCCC2)CC1>ClCCl>[C:1]([NH:8][CH2:9][C:10]1[CH:11]=[CH:12][C:13]([C:16]2[O:17][CH:18]=[C:19]([C:21]([O:23][CH3:24])=[O:22])[N:20]=2)=[CH:14][CH:15]=1)([O:3][C:4]([CH3:5])([CH3:7])[CH3:6])=[O:2]. Reported procedure: To a solution of methyl 2-[4-(N-Boc-aminomethyl)-phenyl]4,5-dihydrooxazol-4-ylcarboxylate (25.5 g, 76.3 mmol) in dichloromethane (100 ml) was added CBrCl3 (8.23 ml, 83.9 mmol) and DBU (12.5 ml, 83.9 mmol). After stirring at room temperature overnight, the reaction was concentrated and the product isolated by flash chromatography over silica gel. Recrystallization from hot methanol provided methyl 2-[4-(N-Boc-aminomethyl)-phenyl]-oxazole-4-carboxylate (18.4 g, 55.4 mmol) as pale yellow crystals. Starting materials: ClC=1C=C2C=CC(=CC2=CC1)S(=O)(=O)CCC(=O)N1CCC(CC1)C1=CN(/C(/S1)=N/C(OCC=C)=O)C (allyl (2Z)-5-(1-(3-((6-chloro-2-naphthyl)sulfonyl)propanoyl)-4-piperidinyl)-3-methyl-1,3-thiazol-2(3H)-ylidenecarbamate), CN1C(=O)N(C(=O)CC1=O)C (1,3-dimethylbarbituric acid). The reagents and catalysts are C=1C=CC(=CC1)[P](C=2C=CC=CC2)(C=3C=CC=CC3)[Pd]([P](C=4C=CC=CC4)(C=5C=CC=CC5)C=6C=CC=CC6)([P](C=7C=CC=CC7)(C=8C=CC=CC8)C=9C=CC=CC9)[P](C=1C=CC=CC1)(C=1C=CC=CC1)C=1C=CC=CC1 (tetrakis(triphenylphosphine)palladium). The solvent is C1CCOC1 (THF). Yields the product ClC=1C=C2C=CC(=CC2=CC1)S(=O)(=O)CCC(=O)N1CCC(CC1)C1=CN(C(S1)=N)C (5-(1-(3-((6-Chloro-2-naphthyl)sulfonyl)propanoyl)-4-piperidinyl)-3-methyl-1,3-thiazol-2(3H)-imine). Yield: 62.7%. As a reaction SMILES: [Cl:1][C:2]1[CH:3]=[C:4]2[C:9](=[CH:10][CH:11]=1)[CH:8]=[C:7]([S:12]([CH2:15][CH2:16][C:17]([N:19]1[CH2:24][CH2:23][CH:22]([C:25]3[S:29]/[C:28](=[N:30]\C(=O)OCC=C)/[N:27]([CH3:37])[CH:26]=3)[CH2:21][CH2:20]1)=[O:18])(=[O:14])=[O:13])[CH:6]=[CH:5]2.CN1C(=O)CC(=O)N(C)C1=O>C1COCC1.C1C=CC([P]([Pd]([P](C2C=CC=CC=2)(C2C=CC=CC=2)C2C=CC=CC=2)([P](C2C=CC=CC=2)(C2C=CC=CC=2)C2C=CC=CC=2)[P](C2C=CC=CC=2)(C2C=CC=CC=2)C2C=CC=CC=2)(C2C=CC=CC=2)C2C=CC=CC=2)=CC=1>[Cl:1][C:2]1[CH:3]=[C:4]2[C:9](=[CH:10][CH:11]=1)[CH:8]=[C:7]([S:12]([CH2:15][CH2:16][C:17]([N:19]1[CH2:24][CH2:23][CH:22]([C:25]3[S:29][C:28](=[NH:30])[N:27]([CH3:37])[CH:26]=3)[CH2:21][CH2:20]1)=[O:18])(=[O:13])=[O:14])[CH:6]=[CH:5]2 |^1:57,59,78,97|. Procedure details: To a solution of allyl (2Z)-5-(1-(3-((6-chloro-2-naphthyl)sulfonyl)propanoyl)-4-piperidinyl)-3-methyl-1,3-thiazol-2(3H)-ylidenecarbamate (0.60 g) obtained in Example 57d) in THF, 1,3-dimethylbarbituric acid (0.25 g) and tetrakis(triphenylphosphine)palladium (0.06 g) were added thereto and mixed for 12 hours under argon atmosphere. The insolubles were filtered off, and the filtrate was concentrated. The residue was purified with a silica gel column to give the title compound (0.32 g) as a pale ye... The reactants are [Li]CCCC (nBuLi), CC1=NOC(=C1C)NS(=O)(=O)C1=NC=CC=C1 (N-(3,4-dimethyl-5-isoxazolyl)pyridine-2-sulfonamide), C1(=CC=CC=C1)N=C=O (Phenylisocyanate). Solvent: C1CCOC1 (THF). Reaction conditions: temperature -78 celsius, time 1 hour. Product: C1(=CC=CC=C1)NC(=O)C=1C(=NC=CC1)S(=O)(=O)NC1=C(C(=NO1)C)C (3-Phenylaminocarbonyl-N-(3,4-dimethyl-5-isoxazolyl)-pyridine-2-sulfonamide). Isolated yield 88.0%. Reaction SMILES: [Li]CCCC.[CH3:6][C:7]1[C:11]([CH3:12])=[C:10]([NH:13][S:14]([C:17]2[CH:22]=[CH:21][CH:20]=[CH:19][N:18]=2)(=[O:16])=[O:15])[O:9][N:8]=1.[C:23]1([N:29]=[C:30]=[O:31])[CH:28]=[CH:27][CH:26]=[CH:25][CH:24]=1>C1COCC1>[C:23]1([NH:29][C:30]([C:22]2[C:17]([S:14]([NH:13][C:10]3[O:9][N:8]=[C:7]([CH3:6])[C:11]=3[CH3:12])(=[O:15])=[O:16])=[N:18][CH:19]=[CH:20][CH:21]=2)=[O:31])[CH:28]=[CH:27][CH:26]=[CH:25][CH:24]=1. Procedure details: nBuLi (1.8 ml, 2.34M) was slowly added to a solution of N-(3,4-dimethyl-5-isoxazolyl)pyridine-2-sulfonamide (500 mg, 2.0 mmol) in THF (14 ml) at -78° C. The mixture was stirred at -78° C. for 1 hour. Phenylisocyanate (3.55 mg, 2.9 mmol) was then added slowly and the mixture was allowed to warm room temperature. The reaction was quenched with H2O and the volatiles were removed under reduced pressure. The aqueous residue was extracted with EtOAc (2×50 ml). The aqueous layer was acidified with conc... The reactants are NC1=C(C(=NN1C)OC)C1=CC2=C(OCO2)C=C1 (5-amino-4-(1,3-benzodioxol-5-yl)-3-methoxy-1-methyl-1H-pyrazole), FC(C1=CC=C(C=C1)S(=O)(=O)Cl)(F)F (4-(trifluoromethyl)benzenesulfonyl chloride). Reagents/catalysts: CN(C1=CC=NC=C1)C (4-dimethylaminopyridine). The solvent is N1=CC=CC=C1 (pyridine), N1=CC=CC=C1 (pyridine). Reaction conditions: time 12 hour. The product is O1COC2=C1C=CC(=C2)C=2C(=NN(C2NS(=O)(=O)C2=CC=C(C=C2)C(F)(F)F)C)OC (N-[4-(1,3-benzodioxol-5-yl)-3-methoxy-1-methyl-1H-pyrazol-5-yl]-4-(trifluoromethyl)benzenesulfonamide). Isolated yield 0.5%. As a reaction SMILES: [F:1][C:2]([F:14])([F:13])[C:3]1[CH:8]=[CH:7][C:6]([S:9](Cl)(=[O:11])=[O:10])=[CH:5][CH:4]=1.[NH2:15][C:16]1[N:20]([CH3:21])[N:19]=[C:18]([O:22][CH3:23])[C:17]=1[C:24]1[CH:32]=[CH:31][C:27]2[O:28][CH2:29][O:30][C:26]=2[CH:25]=1>CN(C)C1C=CN=CC=1.N1C=CC=CC=1>[O:28]1[C:27]2[CH:31]=[CH:32][C:24]([C:17]3[C:18]([O:22][CH3:23])=[N:19][N:20]([CH3:21])[C:16]=3[NH:15][S:9]([C:6]3[CH:7]=[CH:8][C:3]([C:2]([F:14])([F:13])[F:1])=[CH:4][CH:5]=3)(=[O:11])=[O:10])=[CH:25][C:26]=2[O:30][CH2:29]1. Procedure details: To a solution of 4-dimethylaminopyridine in anhydrous pyridine at 0° C. under an atmosphere of nitrogen was added 4-(trifluoromethyl)benzenesulfonyl chloride (148 mg) in pyridine (1.5 ml). After 10 min the reaction was treated with 5-amino-4-(1,3-benzodioxol-5-yl)-3-methoxy-1-methyl-1H-pyrazole (Preparation 43) (100 mg) and the reaction was allowed to warm to room temperature and stirred for 12 h. The reaction was concentrated under reduced pressure, the residue treated with 1.0M aqueous citric ... Reported procedure: 11.70 g of the above prepared 2-isobutyrylamino-pent-4-enoic acid ethyl ester (67.55 mmol) were dissolved in 110 ml of a 1:1 mixture of EtOH and THF and treated under cooling with an ice bath with 33.80 ml of 2N NaOH (2 eq.). After 2.5 h, the reaction mixture was poured onto crashed ice/AcOEt/HCl, the aqueous phase reextracted once more with AcOEt, the combined organic layers washed with water and brine, dried over magnesium sulfate, and evaporated to dryness. Crystallization from AcOEt/hexane a... Isolated yield 63.5%. Starting materials: C(C)OC(C(CC=C)NC(C(C)C)=O)=O (2-isobutyrylamino-pent-4-enoic acid ethyl ester), CCOC(=O)C (AcOEt), [OH-].[Na+] (NaOH), ice AcOEt HCl. Yields the product C(C(C)C)(=O)NC(C(=O)O)CC=C (2-Isobutyrylamino-pent-4-enoic acid). As a reaction SMILES: C([O:3][C:4](=[O:15])[CH:5]([NH:9][C:10](=[O:14])[CH:11]([CH3:13])[CH3:12])[CH2:6][CH:7]=[CH2:8])C.[OH-].[Na+].CCOC(C)=O>CCO.C1COCC1>[C:10]([NH:9][CH:5]([CH2:6][CH:7]=[CH2:8])[C:4]([OH:15])=[O:3])(=[O:14])[CH:11]([CH3:13])[CH3:12] |f:1.2|. Conditions: time 2.5 hour. The solvent is CCO (EtOH), C1CCOC1 (THF). Starting materials: CC(c1ccccc1)N1CC(CCCO)(C(=O)OC(C)(C)C)CC1=O, CC(C)(C)[Si](C)(C)Cl, CN(C)C=O, c1c[nH]cn1. The product is CC(c1ccccc1)N1CC(CCCO[Si](C)(C)C(C)(C)C)(C(=O)OC(C)(C)C)CC1=O. Reaction SMILES: [C:1]([CH3:2])([CH3:3])([CH3:4])[O:5][C:6](=[O:7])[C:8]1([CH2:22][CH2:23][CH2:24][OH:25])[CH2:9][N:10]([CH:14]([CH3:15])[c:16]2[cH:17][cH:18][cH:19][cH:20][cH:21]2)[C:11](=[O:13])[CH2:12]1.[C:31]([CH3:32])([CH3:33])([CH3:34])[Si:35]([CH3:36])([CH3:37])[Cl:38].[CH3:39][N:40]([CH3:41])[CH:42]=[O:43].[nH:26]1[cH:27][cH:28][n:29][cH:30]1>>[C:1]([CH3:2])([CH3:3])([CH3:4])[O:5][C:6](=[O:7])[C:8]1([CH2:22][CH2:23][CH2:24][O:25][Si:35]([C:31]([CH3:32])([CH3:33])[CH3:34])([CH3:36])[CH3:37])[CH2:9][N:10]([CH:14]([CH3:15])[c:16]2[cH:17][cH:18][cH:19][cH:20][cH:21]2)[C:11](=[O:13])[CH2:12]1.